From a dataset of the Open Reaction Database (ORD), a public repository of structured organic reaction records. describe an organic reaction: reactants, conditions, products, and yield Reactants: C(C1=CC=CC=C1)ONC(C[C@@H](CCCC1CCCCC1)C=1OC(=C(N1)C(=O)OC)C)=O (methyl 2-((1R)-1-{2-[(benzyloxy)amino]-2-oxoethyl}-4-cyclohexylbutyl)-5-methyl-1,3-oxazole-4-carboxylate), O.ON1N=NC2=C1C=CC=C2 (1-hydroxybenzotriazole hydrate), CN1CCOCC1 (N-methylmorpholine), Cl.CN(CCCN=C=NCC)C (1-[3-(dimethylamino)propyl]-3-ethylcarbodiimide hydrochloride), Cl.CNC (dimethylamine hydrochloride). Solvent: ClCCl (dichloromethane). Reaction conditions: time 17 hour. Product: N (ammonia), C(C1=CC=CC=C1)ONC(C[C@@H](CCCC1CCCCC1)C=1OC(=C(N1)C(=O)N(C)C)C)=O (2-((1R)-1-{2-[(Benzyloxy)amino]-2-oxoethyl}-4-cyclohexylbutyl)-N,N,5-trimethyl-1,3-oxazole-4-carboxamide). RXN SMILES: [CH2:1]([O:8][NH:9][C:10](=[O:32])[CH2:11][C@H:12]([C:22]1[O:23][C:24]([CH3:31])=[C:25]([C:27]([O:29]C)=O)[N:26]=1)[CH2:13][CH2:14][CH2:15][CH:16]1[CH2:21][CH2:20][CH2:19][CH2:18][CH2:17]1)[C:2]1[CH:7]=[CH:6][CH:5]=[CH:4][CH:3]=1.O.ON1C2C=CC=CC=2N=N1.[CH3:44][N:45]1CCOC[CH2:46]1.Cl.CN(C)CCCN=C=NCC.Cl.CNC>ClCCl>[NH3:9].[CH2:1]([O:8][NH:9][C:10](=[O:32])[CH2:11][C@H:12]([C:22]1[O:23][C:24]([CH3:31])=[C:25]([C:27]([N:45]([CH3:46])[CH3:44])=[O:29])[N:26]=1)[CH2:13][CH2:14][CH2:15][CH:16]1[CH2:21][CH2:20][CH2:19][CH2:18][CH2:17]1)[C:2]1[CH:7]=[CH:6][CH:5]=[CH:4][CH:3]=1 |f:1.2,4.5,6.7|. Reported procedure: A solution of methyl 2-((1R)-1-{2-[(benzyloxy)amino]-2-oxoethyl}-4-cyclohexylbutyl)-5-methyl-1,3-oxazole-4-carboxylate (Preparation 72) (152 mg, 0.36 mmol) in dichloromethane (5 ml) was treated sequentially with 1-hydroxybenzotriazole hydrate (48 mg, 0.36 mmol), N-methylmorpholine (82 μl, 0.75 mmol), 1-[3-(dimethylamino)propyl]-3-ethylcarbodiimide hydrochloride (75 mg, 0.39 mmol) and dimethylamine hydrochloride (29 mg, 0.36 mmol) and the resulting mixture was stirred at room temperature under a ... The reagents and catalysts are [I-].[K+] (potassium iodide). Product: ClC=1C=C(C(=NC1)OC1=CC=C(OC(C(=O)OC)C)C=C1)[N+](=O)[O-] (methyl 2-[4-(5-chloro-3-nitropyridin-2-yloxy)phenoxy]propionate). Yield: 93.1%. Reaction SMILES: Cl[C:2]1[C:7]([N+:8]([O-:10])=[O:9])=[CH:6][C:5]([Cl:11])=[CH:4][N:3]=1.[OH:12][C:13]1[CH:25]=[CH:24][C:16]([O:17][CH:18]([CH3:23])[C:19]([O:21][CH3:22])=[O:20])=[CH:15][CH:14]=1.C(=O)([O-])[O-].[K+].[K+]>[I-].[K+].C(#N)C>[Cl:11][C:5]1[CH:6]=[C:7]([N+:8]([O-:10])=[O:9])[C:2]([O:12][C:13]2[CH:14]=[CH:15][C:16]([O:17][CH:18]([CH3:23])[C:19]([O:21][CH3:22])=[O:20])=[CH:24][CH:25]=2)=[N:3][CH:4]=1 |f:2.3.4,5.6|. Starting materials: ClC1=NC=C(C=C1[N+](=O)[O-])Cl (2.5-dichloro-3-nitropyridine), OC1=CC=C(OC(C(=O)OC)C)C=C1 (methyl 2-(4-hydroxyphenoxy)propionate), C([O-])([O-])=O.[K+].[K+] (potassium carbonate). Run in C(C)#N (acetonitrile). Procedure: 38.6 g (0.20 mole) of 2.5-dichloro-3-nitropyridine, 41.2 g (0.21 mole) of methyl 2-(4-hydroxyphenoxy)propionate, 400 ml of acetonitrile, 35.9 g (0.26 mole) of potassium carbonate and 0.33 g (0.002 mole) of potassium iodide are heated for 13 hours to 80° C. The reaction mixture is filtered and the filter cake is washed with acetonitrile. The filtrate is concentrated by evaporation and the residue is taken up in 500 ml of methlyene chloride. After treating the solution with 15 g of activated carbo... Starting materials: Cl (hydrochloric acid), O(C1=CC=CC=C1)C1=CC=C(C=C1)NC([C@H]1N(C[C@@H](C1)CNC(=O)OC(C)(C)C)C(=O)OC(C)(C)C)=O (trans-4-(N-tert-butoxycarbonylaminomethyl)-N-tert-butoxycarbonyl-L-proline 4-phenoxyphenylamide). The solvent is O1CCOCC1 (1,4-dioxane), O1CCOCC1 (1,4-dioxane). Reaction conditions: time 20 minute. The product is Cl.Cl.O(C1=CC=CC=C1)C1=CC=C(C=C1)NC([C@H]1NC[C@@H](C1)CN)=O (trans-4-Aminomethyl-L-Proline 4-Phenoxyphenylamide Dihydrochloride). RXN SMILES: [ClH:1].[O:2]([C:9]1[CH:14]=[CH:13][C:12]([NH:15][C:16](=[O:38])[C@@H:17]2[CH2:21][C@@H:20]([CH2:22][NH:23]C(OC(C)(C)C)=O)[CH2:19][N:18]2C(OC(C)(C)C)=O)=[CH:11][CH:10]=1)[C:3]1[CH:8]=[CH:7][CH:6]=[CH:5][CH:4]=1>O1CCOCC1>[ClH:1].[ClH:1].[O:2]([C:9]1[CH:14]=[CH:13][C:12]([NH:15][C:16](=[O:38])[C@@H:17]2[CH2:21][C@@H:20]([CH2:22][NH2:23])[CH2:19][NH:18]2)=[CH:11][CH:10]=1)[C:3]1[CH:8]=[CH:7][CH:6]=[CH:5][CH:4]=1 |f:3.4.5|. Procedure: A solution of 4 N hydrochloric acid in 1,4-dioxane (6 mL) was added to a solution of trans-4-(N-tert-butoxycarbonylaminomethyl)-N-tert-butoxycarbonyl-L-proline 4-phenoxyphenylamide (A, 182 mg) in 1,4-dioxane (6 mL) at room temperature. After stirring at room temperature for 20 min, the reaction mixture was concentrated in vacuo. The residue was washed with ether to give the title compound (95 mg) as a colorless solid: 1H NMR (400 MHz, D2O) δ 2.36 (m, 1 H), 2.60 (m, 1H), 2.82 (m, 1 H), 3.23 (m, 3...